Dataset: the Open Reaction Database (ORD), a public repository of structured organic reaction records. Task: describe an organic reaction: reactants, conditions, products, and yield Reactants: ClC=1C=C(C=CC1)C(C(C)Br)=O (3′-chloro-2-bromo-propiophenone), NC(CO)(C)C (2-amino-2-methyl-1-propanol), crude material. Run in C(C)#N (acetonitrile), C(C)(=O)OCC (ethyl acetate). Product: OC1(C(NC(CO1)(C)C)C)C1=CC(=CC=C1)Cl (2-Hydroxy-2-(3′-chlorophenyl)-3,5,5-trimethylmorpholine). Yield: 90.0%. Reaction SMILES: [Cl:1][C:2]1[CH:3]=[C:4]([C:8](=[O:12])[CH:9](Br)[CH3:10])[CH:5]=[CH:6][CH:7]=1.[NH2:13][C:14]([CH3:18])([CH3:17])[CH2:15][OH:16]>C(#N)C.C(OCC)(=O)C>[OH:12][C:8]1([C:4]2[CH:5]=[CH:6][CH:7]=[C:2]([Cl:1])[CH:3]=2)[O:16][CH2:15][C:14]([CH3:18])([CH3:17])[NH:13][CH:9]1[CH3:10]. Procedure details: To a solution of 3′-chloro-2-bromo-propiophenone (61.2 g, 247 mmol) in acetonitrile (752 mL) was added 2-amino-2-methyl-1-propanol (56.5 g, 630 mmol). The reaction mixture was allowed to reflux for 8 hours, then slowly cooled to room temperature. The solution was concentrated in vacuo to provide a yellow solid. The crude material was dissolved in 600 mL of ethyl acetate and washed with water (300 mL×2). The ethyl acetate layer was dried (MgSO4), filtered, and concentrated in vacuo to give the pr... Starting materials: C(CCCCCCC\C=C/CCCCCCCC)(=O)NN (oleic hydrazide), Industrene 105 oleic acid, O.NN (hydrazine monohydrate). Reaction conditions: temperature 160 celsius, time 1 hour. The product is C(CCCCCCC\C=C/CCCCCCCC)(=O)N.NN (hydrazine oleamide). As a reaction SMILES: O.[NH2:2][NH2:3].[C:4]([NH:23]N)(=[O:22])[CH2:5][CH2:6][CH2:7][CH2:8][CH2:9][CH2:10][CH2:11]/[CH:12]=[CH:13]\[CH2:14][CH2:15][CH2:16][CH2:17][CH2:18][CH2:19][CH2:20][CH3:21]>>[C:4]([NH2:23])(=[O:22])[CH2:5][CH2:6][CH2:7][CH2:8][CH2:9][CH2:10][CH2:11]/[CH:12]=[CH:13]\[CH2:14][CH2:15][CH2:16][CH2:17][CH2:18][CH2:19][CH2:20][CH3:21].[NH2:2][NH2:3] |f:0.1,3.4|. Procedure details: To 282 g (1.0 mole) of Industrene 105 oleic acid (available from Humko Chemical Division of Witco Corp.) was added 46.0 g (0.92 mole) of hydrazine monohydrate (0.92 moles hydrazine per mole of oleic acid). The mixture was warmed slowly to 160° C. while stripping with nitrogen and stirred for one hour to give 299 g of hydrazine oleamide (or oleic hydrazide). The silver wear and copper corrosion results are reported in Table II below. Starting materials: OC1=CC=C(C=C1)C1=CC=C(C(=O)OC)C=C1 (methyl 4-(4-hydroxyphenyl)benzoate), C1(CCCCC1)O (cyclohexanol), N(=NC(=O)OCC)C(=O)OCC (diethyl azodicarboxylate). Solvent: O1CCCC1 (tetrahydrofuran). Run at time 4 hour. Yields the product C1(CCCCC1)OC1=CC=C(C=C1)C1=CC=C(C(=O)OC)C=C1 (methyl 4-(4-cyclohexyloxyphenyl)benzoate). The yield is 43.9%. RXN SMILES: [OH:1][C:2]1[CH:7]=[CH:6][C:5]([C:8]2[CH:17]=[CH:16][C:11]([C:12]([O:14][CH3:15])=[O:13])=[CH:10][CH:9]=2)=[CH:4][CH:3]=1.[CH:18]1(O)[CH2:23][CH2:22][CH2:21][CH2:20][CH2:19]1.N(C(OCC)=O)=NC(OCC)=O>O1CCCC1>[CH:18]1([O:1][C:2]2[CH:3]=[CH:4][C:5]([C:8]3[CH:17]=[CH:16][C:11]([C:12]([O:14][CH3:15])=[O:13])=[CH:10][CH:9]=3)=[CH:6][CH:7]=2)[CH2:23][CH2:22][CH2:21][CH2:20][CH2:19]1. Reported procedure: To a solution of methyl 4-(4-hydroxyphenyl)benzoate (3.00 g) and cyclohexanol (1.58 g) in tetrahydrofuran (60 ml) was added dropwise diethyl azodicarboxylate (2.48 ml) at 0-10° C. under nitrogen atmosphere, and the mixture was stirred at ambient temperature for 4 hours. After concentration, to the residue was added ethyl acetate (50 ml) and n-hexane (10 ml), and the resulting precipitate was removed by filtration and discarded. To the filtrate was added silica gel (12 g) and the mixture was evap...